The task is: describe an organic reaction: reactants, conditions, products, and yield. This data is from the Open Reaction Database (ORD), a public repository of structured organic reaction records. Starting materials: CC1(C(=O)N(C(=O)N1CO)CO)C (DMDMH), C=O (formaldehyde), C=O (formaldehyde). Product: CC1(C(=O)NC(=O)N1CO)C (MDMH). RXN SMILES: [CH3:1][C:2]1([CH3:13])[N:8]([CH2:9][OH:10])[C:6](=[O:7])[N:5](CO)[C:3]1=[O:4].C=O>>[CH3:1][C:2]1([CH3:13])[N:8]([CH2:9][OH:10])[C:6](=[O:7])[NH:5][C:3]1=[O:4]. Procedure details: DMDMH is a formaldehyde donor which is the diformylated product of DMH and formaldehyde. MDMH is first formed as an intermediate. MDMH, itself, is a formaldehyde scavenger containing about 19% by weight of bound, but available, formaldehyde. Subsequent reaction of MDMH with formaldehyde yields DMDMH which theoretically contains 31.9% of bound but available, formaldehyde. Reactants: CCCCCC (hexane), CO (methanol), BrC1=C(C=O)C=CC=C1 (2-Bromobenzaldehyde), O1CCCC1 (tetrahydrofuran). Product: C(=CCCCCCCCC)C1=C(C=CC=C1)Br (2-(1-decenyl)-1-bromobenzene). The yield is 90.0%. Reaction SMILES: [Br:1][C:2]1[CH:9]=[CH:8][CH:7]=[CH:6][C:3]=1[CH:4]=O.[CH3:10][CH2:11][CH2:12][CH2:13][CH2:14][CH3:15].CO.O1C[CH2:21][CH2:20][CH2:19]1>>[CH:4]([C:3]1[CH:6]=[CH:7][CH:8]=[CH:9][C:2]=1[Br:1])=[CH:10][CH2:11][CH2:12][CH2:13][CH2:14][CH2:15][CH2:19][CH2:20][CH3:21]. Procedure details: 2-Bromobenzaldehyde (0.09 mol) was then added in tetrahydrofuran (25 mL) and after the miXture had been stirred for a further 30 min at 0° C. hexane and aqueous methanol (40:60) was added. The hexane extract was concentrated and the residue was distilled to yield 2-(1-decenyl)-1-bromobenzene (90%). The reactants are C1(=CC=CC=C1)[C@H](C)NC1=NC=CC(=N1)N1C=NC2=C1C=CC(=C2)[Sn](C)(C)C (2-[(S)-1-Phenylethylamino]-4-[5-trimethylstannylbenzimidazol-1-yl]pyrimidine), NC1=NC(=CC(=N1)Cl)Cl (2-amino4,6-dichloropyrimidine). Product: C1(=CC=CC=C1)[C@H](C)NC1=NC=CC(=N1)N1C=NC2=C1C=CC(=C2)C2=NC(=NC(=C2)Cl)N (2-[(S)-1-Phenylethylamino]-4-[5-(2-amino-6-chloro-pyrimidin-4-yl)benzimidazol-1-yl]pyrimidine). RXN SMILES: [C:1]1([C@@H:7]([NH:9][C:10]2[N:15]=[C:14]([N:16]3[C:20]4[CH:21]=[CH:22][C:23]([Sn](C)(C)C)=[CH:24][C:19]=4[N:18]=[CH:17]3)[CH:13]=[CH:12][N:11]=2)[CH3:8])[CH:6]=[CH:5][CH:4]=[CH:3][CH:2]=1.[NH2:29][C:30]1[N:35]=[C:34](Cl)[CH:33]=[C:32]([Cl:37])[N:31]=1>>[C:1]1([C@@H:7]([NH:9][C:10]2[N:15]=[C:14]([N:16]3[C:20]4[CH:21]=[CH:22][C:23]([C:34]5[CH:33]=[C:32]([Cl:37])[N:31]=[C:30]([NH2:29])[N:35]=5)=[CH:24][C:19]=4[N:18]=[CH:17]3)[CH:13]=[CH:12][N:11]=2)[CH3:8])[CH:6]=[CH:5][CH:4]=[CH:3][CH:2]=1. Reported procedure: The title compound was prepared according to the procedure described in EXAMPLE 424, starting from 2-[(S)-1-Phenylethylamino]-4-[5-trimethylstannylbenzimidazol-1-yl]pyrimidine and 2-amino4,6-dichloropyrimidine. Mass spectrum (ESI) 443.4 (M+).